Dataset: the Open Reaction Database (ORD), a public repository of structured organic reaction records. Task: describe an organic reaction: reactants, conditions, products, and yield Reactants: CN1C(=O)N(C(=O)CC1=O)C (1,3-dimethylbarbituric acid), ClC(C(=O)O)Cl (dichloroacetic acid), C1(CCCCC1)N=C=NC1CCCCC1 (1,3-dicyclohexylcarbodiimide). The reagents and catalysts are CN(C1=CC=NC=C1)C (4-dimethylaminopyridine). Run in C(Cl)Cl (CH2Cl2). Reaction conditions: temperature 0 celsius, time 8 hour. Product: ClC(C(=O)C1C(N(C(N(C1=O)C)=O)C)=O)Cl (5-Dichloroacetyl-1,3-Dimethyl-2,4,6(1H,3H,5H)-Pyrimidinetrione). Isolated yield 63.2%. Reaction SMILES: [CH3:1][N:2]1[C:9](=[O:10])[CH2:8][C:6](=[O:7])[N:5]([CH3:11])[C:3]1=[O:4].[Cl:12][CH:13]([Cl:17])[C:14](O)=[O:15].C1(N=C=NC2CCCCC2)CCCCC1>CN(C)C1C=CN=CC=1.C(Cl)Cl>[Cl:12][CH:13]([Cl:17])[C:14]([CH:8]1[C:9](=[O:10])[N:2]([CH3:1])[C:3](=[O:4])[N:5]([CH3:11])[C:6]1=[O:7])=[O:15]. Procedure: A mixture of 1,3-dimethylbarbituric acid (5.00 g, 32.05 mmol), dichloroacetic acid (6.19 g, 48.03 mmol), 4-dimethylaminopyridine (1.95 g, 16.01 mmol) in dry CH2Cl2 (30 ml) was cooled to 0° C. and 1,3-dicyclohexylcarbodiimide (7.26 g, 35.22 mmol) added. The reaction mixture was stirred at room temperature overnight and filtered. The solid was washed with CH2Cl2 (150 ml) and the combined solution was washed with 2 N HCl solution (40 ml). The organic phase was dried over MgSO4 and evaporated. The r...